Dataset: the Open Reaction Database (ORD), a public repository of structured organic reaction records. Task: describe an organic reaction: reactants, conditions, products, and yield Reactants: Cl (HCl), OCC(=O)C1=CC=CC=C1 (2-hydroxyacetophenone), S1C(=CC=C1)C=O (2-thiophenecarboxaldehyde), [OH-].[Na+] (NaOH). The solvent is C(C)O (ethanol), O (water). Yields the product OC1=C(SC=C1)C=1OC2=CC=CC=C2C(C1)=O (3-Hydroxy-2-thienylchromone). Isolated yield 46.0%. Reaction SMILES: O[CH2:2][C:3]([C:5]1[CH:10]=[CH:9][CH:8]=[CH:7][CH:6]=1)=[O:4].[S:11]1[CH:15]=[CH:14][CH:13]=[C:12]1[CH:16]=[O:17].[OH-:18].[Na+].Cl>C(O)C.O>[OH:18][C:13]1[CH:14]=[CH:15][S:11][C:12]=1[C:16]1[O:17][C:6]2[C:5]([C:3](=[O:4])[CH:2]=1)=[CH:10][CH:9]=[CH:8][CH:7]=2 |f:2.3|. Procedure: A solution of 3 g (22.2 mmol) of 2-hydroxyacetophenone, 2.5 g (22.2 mmol) of 2-thiophenecarboxaldehyde and 3 g NaOH (in 15 ml of water) in 50 ml of ethanol was stirred for 12 hours before the solution was poured into 300 ml of water. The resulting mixture was neutralized with dilute HCl to yield a chalcone. The yellow precipitate obtained was filtered and dried. The product was purified by recrystallized from methylene chloride. Further oxidation of above chalcone was carried out with excess of ...